describe an organic reaction: reactants, conditions, products, and yield From a dataset of the Open Reaction Database (ORD), a public repository of structured organic reaction records. Reactants: O[Li].O (LiOH.H2O), C(C)(=O)O (acetic acid), NC1=CC=C(C=C1)C#CC=1C(=NNC1)C1=C(C=CC(=C1)Cl)O (2-[4-(4-Amino-phenylethynyl)-1H-pyrazol-3-yl]-4-chloro-phenol), C(=O)(OC(C)(C)C)N1[C@@H](CCCC1)C(=O)O (N-Boc-2(S)-piperidinecarboxylic acid), C(C)(C)N=C=NC(C)C (N,N′-diisopropylcarbodiimide). Solvent: C(C)(=O)OCC (ethyl acetate), O (water), ClCCl (dichloromethane). Conditions: time 8 hour. Product: C(C)(C)(C)OC(=O)N1[C@@H](CCCC1)C(NC1=CC=C(C=C1)C#CC=1C(=NNC1)C1=C(C=CC(=C1)Cl)O)=O (2(S)-{4-[3-(5-Chloro-2-hydroxy-phenyl)-1H-pyrazol-4-ylethynyl]-phenylcarbamoyl}-piperidine-1-carboxylic acid tert-butyl ester). The yield is 56.5%. As a reaction SMILES: [NH2:1][C:2]1[CH:7]=[CH:6][C:5]([C:8]#[C:9][C:10]2[C:11]([C:15]3[CH:20]=[C:19]([Cl:21])[CH:18]=[CH:17][C:16]=3[OH:22])=[N:12][NH:13][CH:14]=2)=[CH:4][CH:3]=1.[C:23]([N:30]1[CH2:35][CH2:34][CH2:33][CH2:32][C@H:31]1[C:36](O)=[O:37])([O:25][C:26]([CH3:29])([CH3:28])[CH3:27])=[O:24].C(N=C=NC(C)C)(C)C.O[Li].O.C(O)(=O)C>ClCCl.O.C(OCC)(=O)C>[C:26]([O:25][C:23]([N:30]1[CH2:35][CH2:34][CH2:33][CH2:32][C@H:31]1[C:36](=[O:37])[NH:1][C:2]1[CH:7]=[CH:6][C:5]([C:8]#[C:9][C:10]2[C:11]([C:15]3[CH:20]=[C:19]([Cl:21])[CH:18]=[CH:17][C:16]=3[OH:22])=[N:12][NH:13][CH:14]=2)=[CH:4][CH:3]=1)=[O:24])([CH3:29])([CH3:28])[CH3:27] |f:3.4|. Reported procedure: To a solution of compound 24A (520 mg, 1.7 mmol) and N-Boc-2(S)-piperidinecarboxylic acid (8A) (584 mg, 2.55 mmol) in anhydrous dichloromethane (30 mL) was added N,N′-diisopropylcarbodiimide (DIPC, 0.4 mL, 2.55 mmol). The reaction mixture was stirred at rt overnight. The solvent was removed. To the residua were added THF (40 mL) and methanol (40 mL) and a solution of LiOH.H2O (2.0 g, 47.68 mmol) in water (20 mL). The mixture was stirred at rt for 3 h. It was then neutralized with acetic acid (3 ... Starting materials: CCOC(C)=O, CC(C)Oc1ccc(Cl)cc1N1CCNCC1, CC(Cl)Cl, O=CCCCOc1ccc2ccc(=O)[nH]c2n1. Product: CC(C)Oc1ccc(Cl)cc1N1CCN(CCCCOc2ccc3ccc(=O)[nH]c3n2)CC1. As a reaction SMILES: [CH3:39][CH2:40][O:41][C:42](=[O:43])[CH3:44].[Cl:18][c:19]1[cH:20][cH:21][c:22]([O:31][CH:32]([CH3:33])[CH3:34])[c:23]([N:25]2[CH2:26][CH2:27][NH:28][CH2:29][CH2:30]2)[cH:24]1.[Cl:35][CH:36]([Cl:37])[CH3:38].[O:1]=[c:2]1[cH:3][cH:4][c:5]2[cH:6][cH:7][c:8]([O:12][CH2:13][CH2:14][CH2:15][CH:16]=[O:17])[n:9][c:10]2[nH:11]1>>[O:1]=[c:2]1[cH:3][cH:4][c:5]2[cH:6][cH:7][c:8]([O:12][CH2:13][CH2:14][CH2:15][CH2:16][N:28]3[CH2:27][CH2:26][N:25]([c:23]4[c:22]([O:31][CH:32]([CH3:33])[CH3:34])[cH:21][cH:20][c:19]([Cl:18])[cH:24]4)[CH2:30][CH2:29]3)[n:9][c:10]2[nH:11]1. Reactants: CCO, CCOC(C)=O, [Cl-], [Fe], [NH4+], C1CCOC1, O, Cc1cc(NC(=O)c2ccc(Sc3ccc(NC(=O)OCC4c5ccccc5-c5ccccc54)cc3)c([N+](=O)[O-])c2)sn1. The product is Cc1cc(NC(=O)c2ccc(Sc3ccc(NC(=O)OCC4c5ccccc5-c5ccccc54)cc3)c(N)c2)sn1. Reaction SMILES: [CH3:46][CH2:47][OH:48].[CH3:55][CH2:56][O:57][C:58](=[O:59])[CH3:60].[Cl-:44].[Fe:61].[NH4+:45].[O:49]1[CH2:50][CH2:51][CH2:52][CH2:53]1.[OH2:54].[cH:1]1[cH:2][cH:3][cH:4][c:5]2[c:13]1[CH:12]([CH2:14][O:15][C:16]([NH:17][c:18]1[cH:19][cH:20][c:21]([S:24][c:25]3[c:26]([N+:40]([O-:41])=[O:42])[cH:27][c:28]([C:31]([NH:32][c:33]4[cH:34][c:35]([CH3:38])[n:36][s:37]4)=[O:39])[cH:29][cH:30]3)[cH:22][cH:23]1)=[O:43])[c:11]1[c:6]-2[cH:7][cH:8][cH:9][cH:10]1>>[cH:1]1[cH:2][cH:3][cH:4][c:5]2[c:13]1[CH:12]([CH2:14][O:15][C:16]([NH:17][c:18]1[cH:19][cH:20][c:21]([S:24][c:25]3[c:26]([NH2:40])[cH:27][c:28]([C:31]([NH:32][c:33]4[cH:34][c:35]([CH3:38])[n:36][s:37]4)=[O:39])[cH:29][cH:30]3)[cH:22][cH:23]1)=[O:43])[c:11]1[c:6]-2[cH:7][cH:8][cH:9][cH:10]1. The reactants are CCc1cc2c(s1)-n1nc(C(N)=O)nc1C(OC(C)=O)N=C2c1ccccc1Cl, CO, Cl, [Na+], [OH-], O. Product: CCc1cc2c(s1)-n1nc(C(N)=O)nc1C(O)N=C2c1ccccc1Cl. Reaction SMILES: [C:1](=[O:2])([CH3:3])[O:4][CH:5]1[c:6]2[n:7]([n:24][c:25]([C:27](=[O:28])[NH2:29])[n:26]2)-[c:8]2[c:9]([cH:19][c:20]([CH2:22][CH3:23])[s:21]2)[C:10]([c:12]2[c:13]([Cl:18])[cH:14][cH:15][cH:16][cH:17]2)=[N:11]1.[CH3:30][OH:31].[ClH:34].[Na+:33].[OH-:32].[OH2:35]>>[OH:4][CH:5]1[c:6]2[n:7]([n:24][c:25]([C:27](=[O:28])[NH2:29])[n:26]2)-[c:8]2[c:9]([cH:19][c:20]([CH2:22][CH3:23])[s:21]2)[C:10]([c:12]2[c:13]([Cl:18])[cH:14][cH:15][cH:16][cH:17]2)=[N:11]1. Starting materials: CCOC(=O)c1cc2c(C)cc(C)cc2[nH]1, CCO, [Li+], [OH-]. The product is Cc1cc(C)c2cc(C(=O)O)[nH]c2c1. Reaction SMILES: [CH2:1]([CH3:2])[O:3][C:4](=[O:5])[c:6]1[nH:7][c:8]2[cH:9][c:10]([CH3:16])[cH:11][c:12]([CH3:15])[c:13]2[cH:14]1.[CH3:19][CH2:20][OH:21].[Li+:17].[OH-:18]>>[O:3]=[C:4]([OH:5])[c:6]1[nH:7][c:8]2[cH:9][c:10]([CH3:16])[cH:11][c:12]([CH3:15])[c:13]2[cH:14]1. Starting materials: COC1=CC=C(C=C1)C(CC(=O)C1=CC=C(C=C1)OC)=O (1,3-di(4-methoxyphenyl)propane-1,3-dione), COC1=CC=C(C=C1)NN (4-methoxyphenyl hydrazine). The solvent is C(C)O (ethanol). Product: COC1=CC=C(C=C1)N1N=C(C=C1C1=CC=C(C=C1)OC)C1=CC=C(C=C1)OC (1-[1,5-bis(4-methoxyphenyl)pyrazol-3-yl]-4-methoxybenzene). RXN SMILES: [CH3:1][O:2][C:3]1[CH:8]=[CH:7][C:6]([C:9](=O)[CH2:10][C:11]([C:13]2[CH:18]=[CH:17][C:16]([O:19][CH3:20])=[CH:15][CH:14]=2)=O)=[CH:5][CH:4]=1.[CH3:22][O:23][C:24]1[CH:29]=[CH:28][C:27]([NH:30][NH2:31])=[CH:26][CH:25]=1>C(O)C>[CH3:22][O:23][C:24]1[CH:29]=[CH:28][C:27]([N:30]2[C:9]([C:6]3[CH:7]=[CH:8][C:3]([O:2][CH3:1])=[CH:4][CH:5]=3)=[CH:10][C:11]([C:13]3[CH:18]=[CH:17][C:16]([O:19][CH3:20])=[CH:15][CH:14]=3)=[N:31]2)=[CH:26][CH:25]=1. Reported procedure: A mixture of the 1,3-diketone obtained in step 1 (1.0 equiv.), 4-methoxyphenyl hydrazine (1.5 equiv.) conc. HCl aq. (catalytic amount) and ethanol was heated to reflux overnight. Cooled to rt and removed solvent in vacuo. Water and ethyl acetate were added. The organic layer was separated, washed with dil. HCl, brine, dried, filtered and the solvent was concentrated in vacuo to give the product 1-[1,5-bis(4-methoxyphenyl)pyrazol-3-yl]-4-methoxybenzene. Reaction SMILES: [CH3:1][I:2].[CH3:3][O:4][C:5]1[C:14]2[CH:13]=[N:12][CH2:11][CH:10]3[C:15]4[CH:22]=[CH:21][CH:20]=[CH:19][C:16]=4[CH2:17][CH2:18][C:8]([C:9]=23)=[CH:7][C:6]=1[O:23][CH3:24]>CC(C)=O.C(OCC)C>[I-:2].[CH3:3][O:4][C:5]1[C:14]2[CH:13]=[N+:12]([CH3:1])[CH2:11][CH:10]3[C:15]4[CH:22]=[CH:21][CH:20]=[CH:19][C:16]=4[CH2:17][CH2:18][C:8]([C:9]=23)=[CH:7][C:6]=1[O:23][CH3:24] |f:4.5|. Conditions: temperature 0 celsius. Run in CC(=O)C (acetone), C(C)OCC (diethyl ether). Procedure details: The organic halide, methyl iodide (5 mL), was added to a solution of 4,5-dimethoxy-1,7,8,12b-tetrahydrobenzo[6,7]cyclohepta[1,2,3-de]isoquinoline (3.0 g, 10 mmol; described in example 2) in acetone (75 mL). The mixture was heated at reflux (reflux time=1 hr.), cooled to 0° C. and diluted with diethyl ether. The solid (isoquinolinium salt) was collected and dried under vacuum to give 4,5-dimethoxy-2-methyl-1,7,8,12b-tetrahydrobenzo[6,7]cyclohepta[1,2,3-de]isoquinolinium iodide, mp 179°-182° C. Product: [I-].COC1=C(C=C2C=3C(C[N+](=CC13)C)C1=C(CC2)C=CC=C1)OC (4,5-dimethoxy-2-methyl-1,7,8,12b-tetrahydrobenzo[6,7]cyclohepta[1,2,3-de]isoquinolinium iodide). Reactants: halide, CI (methyl iodide), COC1=C(C=C2C=3C(CN=CC13)C1=C(CC2)C=CC=C1)OC (4,5-dimethoxy-1,7,8,12b-tetrahydrobenzo[6,7]cyclohepta[1,2,3-de]isoquinoline). Reactants: [I-], [I-], [K+], O=N[O-], Cc1cc(N)cnc1CCCCN, [Na+], [Na+], [Na+], [Na+], [OH-], O, O=S([O-])([O-])=S, O=S(=O)(O)O. The product is Cc1cc(I)cnc1CCCCN. RXN SMILES: [I-:19].[I-:20].[K+:18].[N:14]([O-:15])=[O:16].[NH2:1][c:2]1[cH:3][c:4]([CH3:13])[c:5]([CH2:8][CH2:9][CH2:10][CH2:11][NH2:12])[n:6][cH:7]1.[Na+:17].[Na+:26].[Na+:27].[Na+:29].[OH-:28].[OH2:35].[S:21]([O-:22])([O-:23])(=[O:24])=[S:25].[S:30](=[O:31])(=[O:32])([OH:33])[OH:34]>>[c:2]1([I:19])[cH:3][c:4]([CH3:13])[c:5]([CH2:8][CH2:9][CH2:10][CH2:11][NH2:12])[n:6][cH:7]1.